Dataset: the Open Reaction Database (ORD), a public repository of structured organic reaction records. Task: describe an organic reaction: reactants, conditions, products, and yield Reactants: C1=C(C=C(C(=C1O)O)O)C(=O)O[C@H]2[C@H]3[C@@H]4[C@@H]([C@H](O2)COC(=O)C=5C=C(C(=C(C5C6=C(C=C(C(=C6O)O)O)C(=O)O4)O)O)O)OC(=O)C7=CC(=O)[C@]8(C([C@@H]7C=9C(=CC(=C(C9O8)O)O)C(=O)O3)(O)O)O (geraniin), gallic acid ellagic acid. Solvent: O (water). Product: C=1C(=CC(=C(C1O)O)O)C(=O)O[C@H]2[C@@H]([C@@H]3[C@@H]([C@H](O2)COC(=O)C=4C=C(C(=C(C4C5=C(C=C(C(=C5O)O)O)C(=O)O3)O)O)O)O)O (corilagin). As a reaction SMILES: [CH:1]1[C:6]([OH:7])=[C:5]([OH:8])[C:4]([OH:9])=[CH:3][C:2]=1[C:10]([O:12][C@@H:13]1[O:18][C@@H:17]2[CH2:19][O:20][C:21]([C:23]3[CH:24]=[C:25]([OH:43])[C:26]([OH:42])=[C:27]([OH:41])[C:28]=3[C:29]3[C:34]([OH:35])=[C:33]([OH:36])[C:32]([OH:37])=[CH:31][C:30]=3[C:38]([O:40][C@H:15]3[C@@H:16]2[O:44]C(C2[C@H]4C5C(C([O:65][C@@H:14]13)=O)=CC(O)=C(O)C=5O[C@](O)(C4(O)O)C(=O)C=2)=O)=[O:39])=[O:22])=[O:11]>O>[CH:1]1[C:2]([C:10]([O:12][C@@H:13]2[O:18][C@@H:17]3[CH2:19][O:20][C:21]([C:23]4[CH:24]=[C:25]([OH:43])[C:26]([OH:42])=[C:27]([OH:41])[C:28]=4[C:29]4[C:34]([OH:35])=[C:33]([OH:36])[C:32]([OH:37])=[CH:31][C:30]=4[C:38]([O:40][C@@H:15]([C@@H:16]3[OH:44])[C@H:14]2[OH:65])=[O:39])=[O:22])=[O:11])=[CH:3][C:4]([OH:9])=[C:5]([OH:8])[C:6]=1[OH:7]. Procedure details: Hydrolysis of geraniin in boiling water, gallic acid ellagic acid and corilagin were produced, which were identified by thin-layer co-chromatography with authentic samples.